This data is from the Open Reaction Database (ORD), a public repository of structured organic reaction records. The task is: describe an organic reaction: reactants, conditions, products, and yield The reactants are CC(C)(C)c1ccc(C(=O)O)cc1, CCN(C(C)C)C(C)C, CC(C)(C)NC(=O)C(N)Cc1ccc(OCc2ccccc2)cc1, CN(C)C=O. Product: CC(C)(C)NC(=O)C(Cc1ccc(OCc2ccccc2)cc1)NC(=O)c1ccc(C(C)(C)C)cc1. As a reaction SMILES: [C:1]([CH3:2])([CH3:3])([CH3:4])[c:5]1[cH:6][cH:7][c:8]([C:9](=[O:10])[OH:11])[cH:12][cH:13]1.[CH:14]([N:15]([CH2:16][CH3:17])[CH:18]([CH3:19])[CH3:20])([CH3:21])[CH3:22].[NH2:23][CH:24]([C:25](=[O:26])[NH:27][C:28]([CH3:29])([CH3:30])[CH3:31])[CH2:32][c:33]1[cH:34][cH:35][c:36]([O:39][CH2:40][c:41]2[cH:42][cH:43][cH:44][cH:45][cH:46]2)[cH:37][cH:38]1.[O:47]=[CH:48][N:49]([CH3:50])[CH3:51]>>[C:1]([CH3:2])([CH3:3])([CH3:4])[c:5]1[cH:6][cH:7][c:8]([C:9](=[O:11])[NH:23][CH:24]([C:25](=[O:26])[NH:27][C:28]([CH3:29])([CH3:30])[CH3:31])[CH2:32][c:33]2[cH:34][cH:35][c:36]([O:39][CH2:40][c:41]3[cH:42][cH:43][cH:44][cH:45][cH:46]3)[cH:37][cH:38]2)[cH:12][cH:13]1.